This data is from the Open Reaction Database (ORD), a public repository of structured organic reaction records. The task is: describe an organic reaction: reactants, conditions, products, and yield Reactants: O=C(Nc1ccncc1F)c1cnc2c(Br)cc(Cl)nn12, Nc1cccc(Br)n1, C1CCOC1, [H-], [Na+], CN(C)C=O, O. The product is O=C(Nc1ccncc1F)c1cnc2c(Nc3cccc(Br)n3)cc(Cl)nn12. RXN SMILES: [Br:11][c:12]1[c:13]2[n:14]([n:15][c:16]([Cl:18])[cH:17]1)[c:19]([C:22](=[O:23])[NH:24][c:25]1[c:26]([F:31])[cH:27][n:28][cH:29][cH:30]1)[cH:20][n:21]2.[Br:1][c:2]1[cH:3][cH:4][cH:5][c:6]([NH2:8])[n:7]1.[CH2:33]1[O:34][CH2:35][CH2:36][CH2:37]1.[H-:10].[Na+:9].[O:38]=[CH:39][N:40]([CH3:41])[CH3:42].[OH2:32]>>[Br:1][c:2]1[cH:3][cH:4][cH:5][c:6]([NH:8][c:12]2[c:13]3[n:14]([n:15][c:16]([Cl:18])[cH:17]2)[c:19]([C:22](=[O:23])[NH:24][c:25]2[c:26]([F:31])[cH:27][n:28][cH:29][cH:30]2)[cH:20][n:21]3)[n:7]1. Reactants: C1=CC(=CC=C1CC2=CC=C(C=C2)I)I (4,4'-diiododiphenylmethane), C(#C)[Si](C)(C)C (ethynyltrimethylsilane), C1=CC(=CC=C1CC2=CC=C(C=C2)I)I (4,4'-diiododiphenylmethane), C(#C)[Si](C)(C)C (ethynyltrimethylsilane). Yields the product C[Si](C)(C)C#CC1=CC=C(C=C1)CC1=CC=C(C=C1)C#C[Si](C)(C)C (bis(4-trimethylsilylethynylphenyl)methane). RXN SMILES: [CH:1]1[C:6]([CH2:7][C:8]2[CH:13]=[CH:12][C:11](I)=[CH:10][CH:9]=2)=[CH:5][CH:4]=[C:3](I)[CH:2]=1.[C:16]([Si:18]([CH3:21])([CH3:20])[CH3:19])#[CH:17]>>[CH3:19][Si:18]([C:16]#[C:17][C:3]1[CH:4]=[CH:5][C:6]([CH2:7][C:8]2[CH:13]=[CH:12][C:11]([C:17]#[C:16][Si:18]([CH3:21])([CH3:20])[CH3:19])=[CH:10][CH:9]=2)=[CH:1][CH:2]=1)([CH3:21])[CH3:20]. Procedure details: In Step II of FIG. 1, 4,4'-diiododiphenylmethane [Compound (2)] was then coupled with ethynyltrimethylsilane [Compound (3)] to form an end-protected bis(4-trimethylsilylethynylphenyl)methane [Compound (4)] by forming a solution comprising 8.40 g (20.0 mmoles) of 4,4'-diiododiphenylmethane and 2.50 g (25.5 mmoles) of ethynyltrimethylsilane in 150 ml of 2:1 triethylamine toluene deaerated with argon. This solution was subsequently treated with a catalyst mixture comprising 50 mg of dichlorobis(tri...